This data is from the Open Reaction Database (ORD), a public repository of structured organic reaction records. The task is: describe an organic reaction: reactants, conditions, products, and yield Starting materials: CC1(OC2=C(C(=CC(=C2)C(C)CCCC2=CC=C(C=C2)F)O)C2=C1CCNC2)C (5,5-dimethyl-8-[5-(4-fluorophenyl)-2-pentyl]-10-hydroxy-1,2,3,4-tetrahydro-5H-[1]benzopyrano[3,4-d]pyridine). The reagents and catalysts are [Pd] (palladium on carbon). Solvent: C=1(C(=CC=CC1)C)C (xylene). Yields the product CC1(OC2=C(C(=CC(=C2)C(C)CCCC2=CC=C(C=C2)F)O)C=2C1=CC=NC2)C (5,5-Dimethyl-8-[5-(4-fluorophenyl)-2-pentyl]-10-hydroxy-5H-[1]benzopyrano[3,4-d]pyridine). As a reaction SMILES: [CH3:1][C:2]1([CH3:29])[C:24]2[CH2:25][CH2:26][NH:27][CH2:28][C:23]=2[C:5]2[C:6]([OH:22])=[CH:7][C:8]([CH:10]([CH2:12][CH2:13][CH2:14][C:15]3[CH:20]=[CH:19][C:18]([F:21])=[CH:17][CH:16]=3)[CH3:11])=[CH:9][C:4]=2[O:3]1>[Pd].C1(C)C(C)=CC=CC=1>[CH3:29][C:2]1([CH3:1])[C:24]2=[CH:25][CH:26]=[N:27][CH:28]=[C:23]2[C:5]2[C:6]([OH:22])=[CH:7][C:8]([CH:10]([CH2:12][CH2:13][CH2:14][C:15]3[CH:16]=[CH:17][C:18]([F:21])=[CH:19][CH:20]=3)[CH3:11])=[CH:9][C:4]=2[O:3]1. Procedure: A mixture of 4.75 g. of 5,5-dimethyl-8-[5-(4-fluorophenyl)-2-pentyl]-10-hydroxy-1,2,3,4-tetrahydro-5H-[1]benzopyrano[3,4-d]pyridine, 1.0 g. of 10% palladium on carbon, and 120 ml. of xylene was stirred and refluxed for 22 hours. After removal of the catalyst, the filtrate was evaporated in vacuo and the residue was purified by chromatography on a Florisil column (150 g.). The column was first eluted with chloroform, followed by 5% methanol in chloroform to give the pure product; m.p. 72°-74°. The reactants are C(C1=CC=CC=C1)OC=1C2=C(N3C1C(N(CC3)C)=O)C(CN(C2=O)CC2=CC=C(C=C2)F)C(=O)OC (methyl 10-(benzyloxy)-2-(4-fluorobenzyl)-8-methyl-1,9-dioxo-1,2,3,4,6,7,8,9-octahydropyrido[3′,4′:4,5]pyrrolo[1,2-a]-pyrazine-4-carboxylate). Reagents/catalysts: [O-2].[Mn+4].[O-2] (manganese(IV) oxide). The solvent is C1(=CC=CC=C1)C (toluene), C(Cl)(Cl)Cl (chloroform). Conditions: temperature 80 celsius. Yields the product C(C1=CC=CC=C1)OC=1C2=C(N3C1C(N(CC3)C)=O)C(=CN(C2=O)CC2=CC=C(C=C2)F)C(=O)OC (Methyl 10-(benzyloxy)-2-(4-fluorobenzyl)-8-methyl-1,9-dioxo-1,2,6,7,8,9-hexahydropyrido[3′,4′:4,5]pyrrolo[1,2-a]-pyrazine-4-carboxylate). As a reaction SMILES: [CH2:1]([O:8][C:9]1[C:10]2[C:23](=[O:24])[N:22]([CH2:25][C:26]3[CH:31]=[CH:30][C:29]([F:32])=[CH:28][CH:27]=3)[CH2:21][CH:20]([C:33]([O:35][CH3:36])=[O:34])[C:11]=2[N:12]2[CH2:17][CH2:16][N:15]([CH3:18])[C:14](=[O:19])[C:13]=12)[C:2]1[CH:7]=[CH:6][CH:5]=[CH:4][CH:3]=1>C1(C)C=CC=CC=1.C(Cl)(Cl)Cl.[O-2].[Mn+4].[O-2]>[CH2:1]([O:8][C:9]1[C:10]2[C:23](=[O:24])[N:22]([CH2:25][C:26]3[CH:27]=[CH:28][C:29]([F:32])=[CH:30][CH:31]=3)[CH:21]=[C:20]([C:33]([O:35][CH3:36])=[O:34])[C:11]=2[N:12]2[CH2:17][CH2:16][N:15]([CH3:18])[C:14](=[O:19])[C:13]=12)[C:2]1[CH:7]=[CH:6][CH:5]=[CH:4][CH:3]=1 |f:3.4.5|. Procedure details: A mixture of methyl 10-(benzyloxy)-2-(4-fluorobenzyl)-8-methyl-1,9-dioxo-1,2,3,4,6,7,8,9-octahydropyrido[3′,4′:4,5]pyrrolo[1,2-a]-pyrazine-4-carboxylate (0.4 g, 0.81 mmol) and manganese(IV) oxide (0.21 g, 2.44 mmol) in toluene (10 mL) was heated in a sealed tube in an oil bath 80° C. overnight. The reaction mixture was cooled to rt, diluted with chloroform (100 mL) and filtered through a pad of Celite. The filtrate was concentrated under vacuum. The filtrate was subjected to column chromatograph... The reactants are COc1ccc(Br)cc1O, CC(C)(C)[Si](C)(C)Cl, CCN(C(C)C)C(C)C, [Na+], O=C([O-])O, CN(C)C=O, O. Product: COc1ccc(Br)cc1O[Si](C)(C)C(C)(C)C. Reaction SMILES: [Br:10][c:11]1[cH:12][cH:13][c:14]([O:18][CH3:19])[c:15]([OH:17])[cH:16]1.[C:20]([CH3:21])([CH3:22])([CH3:23])[Si:24]([CH3:25])([CH3:26])[Cl:27].[CH2:1]([N:2]([CH:3]([CH3:4])[CH3:5])[CH:6]([CH3:7])[CH3:8])[CH3:9].[Na+:32].[O-:28][C:29]([OH:30])=[O:31].[O:33]=[CH:34][N:35]([CH3:36])[CH3:37].[OH2:38]>>[Br:10][c:11]1[cH:12][cH:13][c:14]([O:18][CH3:19])[c:15]([O:17][Si:24]([C:20]([CH3:21])([CH3:22])[CH3:23])([CH3:25])[CH3:26])[cH:16]1. The reactants are CC1=C(C=C(C=C1C)C)O (2,3,5-trimethylphenol), B(F)(F)F.CCOCC (boron trifluoride diethyl etherate), CC1(CCC(=O)O1)C=C (γ-methyl-γ-vinylbutyrolactone). The solvent is O1CCOCC1 (dioxane), O1CCOCC1 (dioxane), CCOCC (ether). Product: CC1(OC2=C(C(=CC(=C2CC1)C)C)C)CCC(=O)O (Racemic 2,5,7,8-Tetramethyl-2-(β-carboxyethyl)-chroman). Yield: 40.0%. As a reaction SMILES: [CH3:1][C:2]1[C:7]([CH3:8])=[CH:6][C:5]([CH3:9])=[CH:4][C:3]=1[OH:10].B(F)(F)F.CCOCC.[CH3:20][C:21]1([CH:27]=[CH2:28])[O:26][C:24](=[O:25])[CH2:23][CH2:22]1>O1CCOCC1.CCOCC>[CH3:20][C:21]1([CH2:22][CH2:23][C:24]([OH:26])=[O:25])[CH2:27][CH2:28][C:4]2[C:3](=[C:2]([CH3:1])[C:7]([CH3:8])=[CH:6][C:5]=2[CH3:9])[O:10]1 |f:1.2|. Procedure: To a solution of 2,3,5-trimethylphenol (0.01 mol) and boron trifluoride diethyl etherate (0.016 mol) in dioxane (10 mL, dried on sodium) in a flask was added γ-methyl-γ-vinylbutyrolactone (0.016 mol) in dioxane (5.0 mL) via syringe pump over 50 min at 110° C. (oil bath, reflux) under nitrogen. The reaction mixture was cooled to room temperature and diluted with ether (200 mL), then washed with water (100 mL, 2×50 mL) and dried over sodium sulfate. Ether was then removed in vacuum. The residue wa... The reactants are [Al+3], C=C(C)C(=O)Cl, [Cl-], [Cl-], [Cl-], Fc1ccccc1. The product is C=C(C)C(=O)c1ccc(F)cc1. As a reaction SMILES: [Al+3:2].[C:12]([C:13](=[CH2:14])[CH3:15])(=[O:16])[Cl:17].[Cl-:1].[Cl-:3].[Cl-:4].[F:5][c:6]1[cH:7][cH:8][cH:9][cH:10][cH:11]1>>[F:5][c:6]1[cH:7][cH:8][c:9]([C:12]([C:13](=[CH2:14])[CH3:15])=[O:16])[cH:10][cH:11]1. Starting materials: OCCO, CCCCO, Cc1ccc(S(=O)(=O)O)cc1, Nc1ccc(C(=O)c2ccc(F)cc2)cc1[N+](=O)[O-], O, c1ccccc1. The product is Nc1ccc(C2(c3ccc(F)cc3)OCCO2)cc1[N+](=O)[O-]. RXN SMILES: [CH2:20]([CH2:21][OH:22])[OH:23].[CH2:35]([OH:36])[CH2:37][CH2:38][CH3:39].[CH3:24][c:25]1[cH:26][cH:27][c:28]([S:29](=[O:30])(=[O:31])[OH:32])[cH:33][cH:34]1.[NH2:1][c:2]1[c:3]([N+:17](=[O:18])[O-:19])[cH:4][c:5]([C:8](=[O:9])[c:10]2[cH:11][cH:12][c:13]([F:16])[cH:14][cH:15]2)[cH:6][cH:7]1.[OH2:40].[cH:41]1[cH:42][cH:43][cH:44][cH:45][cH:46]1>>[NH2:1][c:2]1[c:3]([N+:17](=[O:18])[O-:19])[cH:4][c:5]([C:8]2([c:10]3[cH:11][cH:12][c:13]([F:16])[cH:14][cH:15]3)[O:9][CH2:20][CH2:21][O:22]2)[cH:6][cH:7]1. Starting materials: C(C)N(C1=C(C=C(C(=C1)OC)OC)[C@H]1CC=2C=CC(=CC2CC1)OC(C(C)(C)C)=O)C(C1=CC=C(C=C1)O)=O (pivalic acid (R)-6-{2-[ethyl(4-hydroxybenzoyl)amino]-4,5-dimethoxyphenyl}-5,6,7,8-tetrahydronaphthalen-2-yl ester), ClCC(=O)N1CCCCC1 (2-chloro-1-piperidin-1-ylethanone). Yields the product C(C)N(C1=C(C=C(C(=C1)OC)OC)[C@H]1CC=2C=CC(=CC2CC1)O)CC1=CC=C(C=C1)OCCN1CCCCC1 ((R)-6-{2-{Ethyl[4-(2-piperidin-1-ylethoxy)benzyl]amino}-4,5-dimethoxyphenyl}-5,6,7,8-tetrahydronaphthalen-2-ol). Isolated yield 41.5%. Reaction SMILES: [CH2:1]([N:3]([C:31](=O)[C:32]1[CH:37]=[CH:36][C:35]([OH:38])=[CH:34][CH:33]=1)[C:4]1[CH:9]=[C:8]([O:10][CH3:11])[C:7]([O:12][CH3:13])=[CH:6][C:5]=1[C@@H:14]1[CH2:23][CH2:22][C:21]2[CH:20]=[C:19]([O:24]C(=O)C(C)(C)C)[CH:18]=[CH:17][C:16]=2[CH2:15]1)[CH3:2].Cl[CH2:41][C:42]([N:44]1[CH2:49][CH2:48][CH2:47][CH2:46][CH2:45]1)=O>>[CH2:1]([N:3]([CH2:31][C:32]1[CH:33]=[CH:34][C:35]([O:38][CH2:41][CH2:42][N:44]2[CH2:49][CH2:48][CH2:47][CH2:46][CH2:45]2)=[CH:36][CH:37]=1)[C:4]1[CH:9]=[C:8]([O:10][CH3:11])[C:7]([O:12][CH3:13])=[CH:6][C:5]=1[C@@H:14]1[CH2:23][CH2:22][C:21]2[CH:20]=[C:19]([OH:24])[CH:18]=[CH:17][C:16]=2[CH2:15]1)[CH3:2]. Procedure details: Synthesized from pivalic acid (R)-6-{2-[ethyl(4-hydroxybenzoyl)amino]-4,5-dimethoxyphenyl}-5,6,7,8-tetrahydronaphthalen-2-yl ester (16 mg) and 2-chloro-1-piperidin-1-ylethanone (8.8 mg) according to an analogous synthetic method to Example 404 and purified by LC-MS, the title compound (6.8 mg) was obtained.